Dataset: the Open Reaction Database (ORD), a public repository of structured organic reaction records. Task: describe an organic reaction: reactants, conditions, products, and yield Run in CS(=O)C (DMSO), C(Cl)Cl (DCM), O (water). Procedure details: A mixture of methanesulfonic acid 4-[1-(3-trifluoromethyl-phenylcarbamoyl)-1H-indol-5-yloxy]pyridine-2-ylmethyl ester (505 mg, 1.03 mmol) and sodium azide (201 mg, 3.12 mmol) in DMSO (5 mL) is heated at 80° C. for 2 h. The mixture is then diluted with DCM (100 mL) and water. The organic layer is washed further with brine and then dried over anhydrous Na2SO4. Following concentration the residue is separated via FCC (20-90% EtOAc/heptane) to give the title compound. MS (ESI) m/z 453.1 (M+1). Reactants: FC(C=1C=C(C=CC1)NC(=O)N1C=CC2=CC(=CC=C12)OC1=CC(=NC=C1)COS(=O)(=O)C)(F)F (methanesulfonic acid 4-[1-(3-trifluoromethyl-phenylcarbamoyl)-1H-indol-5-yloxy]pyridine-2-ylmethyl ester), [N-]=[N+]=[N-].[Na+] (sodium azide). RXN SMILES: [F:1][C:2]([F:35])([F:34])[C:3]1[CH:4]=[C:5]([NH:9][C:10]([N:12]2[C:20]3[C:15](=[CH:16][C:17]([O:21][C:22]4[CH:27]=[CH:26][N:25]=[C:24]([CH2:28]OS(C)(=O)=O)[CH:23]=4)=[CH:18][CH:19]=3)[CH:14]=[CH:13]2)=[O:11])[CH:6]=[CH:7][CH:8]=1.[N-:36]=[N+:37]=[N-:38].[Na+]>CS(C)=O.C(Cl)Cl.O>[F:35][C:2]([F:34])([F:1])[C:3]1[CH:4]=[C:5]([NH:9][C:10]([N:12]2[C:20]3[C:15](=[CH:16][C:17]([O:21][C:22]4[CH:27]=[CH:26][N:25]=[C:24]([CH2:28][N:36]=[N+:37]=[N-:38])[CH:23]=4)=[CH:18][CH:19]=3)[CH:14]=[CH:13]2)=[O:11])[CH:6]=[CH:7][CH:8]=1 |f:1.2|. The product is FC(C=1C=C(C=CC1)NC(=O)N1C=CC2=CC(=CC=C12)OC1=CC(=NC=C1)CN=[N+]=[N-])(F)F (5-(2-Azidomethyl-pyridin-4-yloxy)-indole-1-carboxylic acid (3-trifluoromethyl-phenyl)-amide). Conditions: temperature 80 celsius. The reactants are N(=O)[O-].[Na+] (sodium nitrite), BrC=1OC2=C(C1C1=CC=CC=C1)C=CC=C2C(=O)O (2-bromo-3-phenyl-7-benzofurancarboxylic acid), C(C)(=O)O (acetic acid), [N+](=O)(O)[O-] (nitric acid). Run in O (water). Reaction conditions: time 45 minute. Yields the product [N+](=O)([O-])C=1OC2=C(C1C1=CC=CC=C1)C=CC=C2C(=O)O (2-nitro-3-phenyl-7-benzofurancarboxylic acid). Reaction SMILES: Br[C:2]1[O:3][C:4]2[C:16]([C:17]([OH:19])=[O:18])=[CH:15][CH:14]=[CH:13][C:5]=2[C:6]=1[C:7]1[CH:12]=[CH:11][CH:10]=[CH:9][CH:8]=1.C(O)(=O)C.[N+:24]([O-])([OH:26])=[O:25].N([O-])=O.[Na+]>O>[N+:24]([C:2]1[O:3][C:4]2[C:16]([C:17]([OH:19])=[O:18])=[CH:15][CH:14]=[CH:13][C:5]=2[C:6]=1[C:7]1[CH:12]=[CH:11][CH:10]=[CH:9][CH:8]=1)([O-:26])=[O:25] |f:3.4|. Reported procedure: A mixture of 2.2 g (0.007 mole) of 2-bromo-3-phenyl-7-benzofurancarboxylic acid and 50 ml of acetic acid is heated on a steam bath for 45 minutes to facilitate dissolution. To this mixture is added 2 ml of nitric acid, then 0.96 g (0.0139 mole) of sodium nitrite while stirring the mixture rapidly at about 80°-90° C. After stirring for about 45 minutes the mixture is poured into water. The solid is separated by filtration and recrystallized from ethanol to provide 2-nitro-3-phenyl-7-benzofurancar... Reaction SMILES: [N+:1]([C:4]1[CH:5]=[C:6]([CH:25]=[CH:26][CH:27]=1)[CH2:7][S:8][CH2:9][CH2:10][C:11]1[CH:12]=[C:13]([NH:17]C(=O)OC(C)(C)C)[CH:14]=[CH:15][CH:16]=1)([O-:3])=[O:2].FC(F)(F)C(O)=O>ClCCl>[N+:1]([C:4]1[CH:5]=[C:6]([CH:25]=[CH:26][CH:27]=1)[CH2:7][S:8][CH2:9][CH2:10][C:11]1[CH:12]=[C:13]([CH:14]=[CH:15][CH:16]=1)[NH2:17])([O-:3])=[O:2]. Yields the product [N+](=O)([O-])C=1C=C(CSCCC=2C=C(N)C=CC2)C=CC1 (3-{2-[(3-Nitrobenzyl)thio]ethyl}aniline). Solvent: ClCCl (dichloromethane). Procedure details: A solution of tert-butyl (3-{2-[(3-nitrobenzyl)thio]ethyl}phenyl)carbamate (0.38 g, 0.97 mmol) in dichloromethane (2 mL) was treated with trifluoroacetic acid and stirred for 30 min. The reaction mixture was concentrated and poured into 10% potassium carbonate (30 mL) and ethyl acetate (100 mL). The organic layer was separated, washed with brine (25 mL), dried over anhydrous sodium sulfate, filtered, and evaporated to give the desired product as a crude orange oil. This material was purified by ... Run at time 30 minute. Starting materials: [N+](=O)([O-])C=1C=C(CSCCC=2C=C(C=CC2)NC(OC(C)(C)C)=O)C=CC1 (tert-butyl (3-{2-[(3-nitrobenzyl)thio]ethyl}phenyl)carbamate), FC(C(=O)O)(F)F (trifluoroacetic acid). As a reaction SMILES: [Br:20][CH2:21][c:22]1[cH:23][cH:24][cH:25][cH:26][cH:27]1.[C:28](=[O:29])([O-:30])[O-:31].[CH3:1][c:2]1[cH:3][c:4]([CH3:5])[n:6][c:7]([NH:8][S:9](=[O:10])(=[O:11])[c:12]2[cH:13][cH:14][c:15]([NH2:16])[cH:17][cH:18]2)[n:19]1.[CH3:34][OH:35].[Cs+:32].[Cs+:33]>>[CH3:1][c:2]1[cH:3][c:4]([CH3:5])[n:6][c:7]([NH:8][S:9](=[O:10])(=[O:11])[c:12]2[cH:13][cH:14][c:15]([NH:16][CH2:21][c:22]3[cH:23][cH:24][cH:25][cH:26][cH:27]3)[cH:17][cH:18]2)[n:19]1. Reactants: BrCc1ccccc1, O=C([O-])[O-], Cc1cc(C)nc(NS(=O)(=O)c2ccc(N)cc2)n1, CO, [Cs+], [Cs+]. The product is Cc1cc(C)nc(NS(=O)(=O)c2ccc(NCc3ccccc3)cc2)n1. Starting materials: O=CO, O=[N+]([O-])c1sccc1C(Cl)Cl, [Na+], [OH-]. Yields the product O=Cc1ccsc1[N+](=O)[O-]. Reaction SMILES: [CH:14]([OH:15])=[O:16].[Cl:1][CH:2]([c:3]1[c:4]([N+:8](=[O:9])[O-:10])[s:5][cH:6][cH:7]1)[Cl:11].[Na+:13].[OH-:12]>>[CH:2]([c:3]1[c:4]([N+:8](=[O:9])[O-:10])[s:5][cH:6][cH:7]1)=[O:12]. Reactants: C[O-], CN(C)C(=O)Nc1ccc(O)cc1, CS(C)=O, CO, ClCc1nc(Cl)ccc1Cl, [Na+], [Na], [O-]c1ccccc1. Yields the product CN(C)C(=O)Nc1ccc(OCc2nc(Cl)ccc2Cl)cc1. RXN SMILES: [CH3:15][O-:16].[CH3:2][N:3]([C:4](=[O:5])[NH:6][c:7]1[cH:8][cH:9][c:10]([OH:13])[cH:11][cH:12]1)[CH3:14].[CH3:35][S:36]([CH3:37])=[O:38].[CH3:39][OH:40].[Cl:25][c:26]1[c:27]([CH2:33][Cl:34])[n:28][c:29]([Cl:32])[cH:30][cH:31]1.[Na+:17].[Na:1].[O-:18][c:19]1[cH:20][cH:21][cH:22][cH:23][cH:24]1>>[CH3:2][N:3]([C:4](=[O:5])[NH:6][c:7]1[cH:8][cH:9][c:10]([O:13][CH2:33][c:27]2[c:26]([Cl:25])[cH:31][cH:30][c:29]([Cl:32])[n:28]2)[cH:11][cH:12]1)[CH3:14]. Reactants: FC(SCl)(F)F (trifluoromethanesulfenyl chloride), CC(CC)=O (2-butanone). The product is FC(SC(C(C)=O)C)(F)F (3-trifluoromethylthio-2-butanone), FC(SCC(CC)=O)(F)F (1-trifluoromethylthio-2-butanone). Reaction SMILES: [F:1][C:2]([F:6])([F:5])[S:3]Cl.[CH3:7][C:8](=[O:11])[CH2:9][CH3:10]>>[F:1][C:2]([F:6])([F:5])[S:3][CH:9]([CH3:10])[C:8](=[O:11])[CH3:7].[F:1][C:2]([F:6])([F:5])[S:3][CH2:7][C:8](=[O:11])[CH2:9][CH3:10]. Procedure details: Using the method of Example 3, 2-butanone was reacted with trifluoromethanesulfenyl chloride. The reaction mixture was distilled, b.p. 30°-72°C/55 to 60 mm. Vapor phase chromatography of the distillate showed two products to be present in major quantities. Fractional distillation gave 3-trifluoromethylthio-2-butanone, b.p. 66°C/62 mm Hg, and 1-trifluoromethylthio-2-butanone, b.p. 85°C/62 mm Hg. These structures were established by spectral and elemental analyses. The reactants are NC1=CC(=C(C=C1)N1C(CCCC1)=O)C (1-(4-amino-2-methylphenyl)piperidin-2-one), COC1=CC=C(C=C1)P1(SP(S1)(C1=CC=C(C=C1)OC)=S)=S (2,4-bis(4-methoxyphenyl)-1,3,2,4-dithiadiphosphetane 2,4-disulfide). Solvent: C1(=CC=CC=C1)C (toluene). Reaction conditions: time 40 minute. The product is NC1=CC(=C(C=C1)N1C(CCCC1)=S)C (1-(4-amino-2-methylphenyl)piperidine-2-thione). Yield: 171.5%. As a reaction SMILES: [NH2:1][C:2]1[CH:7]=[CH:6][C:5]([N:8]2[CH2:13][CH2:12][CH2:11][CH2:10][C:9]2=O)=[C:4]([CH3:15])[CH:3]=1.COC1C=CC(P2(=S)SP(=S)(C3C=CC(OC)=CC=3)[S:25]2)=CC=1>C1(C)C=CC=CC=1>[NH2:1][C:2]1[CH:7]=[CH:6][C:5]([N:8]2[CH2:13][CH2:12][CH2:11][CH2:10][C:9]2=[S:25])=[C:4]([CH3:15])[CH:3]=1. Procedure: 10 g (48.95 mmol) of 1-(4-amino-2-methylphenyl)piperidin-2-one are heated to the boil in 70 ml of anhydrous toluene together with 9.9 g (24.48 mmol) of 2,4-bis(4-methoxyphenyl)-1,3,2,4-dithiadiphosphetane 2,4-disulfide (Lawesson's reagent). After 40 minutes, the solvent is removed, and the residue is taken up in dichloromethane (DCM)/1 M aqueous hydrochloric acid. After repeated washing with DCM, a pH of 12 is set using conc. sodium hydroxide solution. Extraction with DCM, drying over Na2SO4 and...